From a dataset of the Open Reaction Database (ORD), a public repository of structured organic reaction records. describe an organic reaction: reactants, conditions, products, and yield Starting materials: CC(C)CC(N)C(=O)NC1CCCN(C(=O)OCc2ccccc2)CC1O, ClCCCl, CO, ClCCl, On1nnc2ccccc21, O=C(O)c1cc2ccccc2o1. Yields the product CC(C)CC(NC(=O)c1cc2ccccc2o1)C(=O)NC1CCCN(C(=O)OCc2ccccc2)CC1O. Reaction SMILES: [CH2:1]([c:2]1[cH:3][cH:4][cH:5][cH:6][cH:7]1)[O:8][C:9](=[O:10])[N:11]1[CH2:12][CH:13]([OH:27])[CH:14]([NH:18][C:19]([CH:20]([CH2:21][CH:22]([CH3:23])[CH3:24])[NH2:25])=[O:26])[CH2:15][CH2:16][CH2:17]1.[CH2:28]([Cl:29])[CH2:30][Cl:31].[CH3:57][OH:58].[Cl:54][CH2:55][Cl:56].[OH:32][n:33]1[c:34]2[c:35]([cH:36][cH:37][cH:38][cH:39]2)[n:40][n:41]1.[o:42]1[c:43]([C:51](=[O:52])[OH:53])[cH:44][c:45]2[c:46]1[cH:47][cH:48][cH:49][cH:50]2>>[CH2:1]([c:2]1[cH:3][cH:4][cH:5][cH:6][cH:7]1)[O:8][C:9](=[O:10])[N:11]1[CH2:12][CH:13]([OH:27])[CH:14]([NH:18][C:19]([CH:20]([CH2:21][CH:22]([CH3:23])[CH3:24])[NH:25][C:51]([c:43]2[o:42][c:46]3[c:45]([cH:44]2)[cH:50][cH:49][cH:48][cH:47]3)=[O:52])=[O:26])[CH2:15][CH2:16][CH2:17]1. Starting materials: COCOc1cc(CCC(=O)c2c(OC)cc(OC)c(CCC(C)C)c2OCC(=O)OC)ccc1OC, CO. Yields the product COC(=O)COc1c(CCC(C)C)c(OC)cc(OC)c1C(=O)CCc1ccc(OC)c(O)c1. RXN SMILES: [CH3:1][O:2][c:3]1[c:4]([CH2:33][CH2:34][CH:35]([CH3:36])[CH3:37])[c:5]([O:27][CH2:28][C:29](=[O:30])[O:31][CH3:32])[c:6]([C:11]([CH2:12][CH2:13][c:14]2[cH:15][c:16]([O:22][CH2:23][O:24][CH3:25])[c:17]([O:20][CH3:21])[cH:18][cH:19]2)=[O:26])[c:7]([O:9][CH3:10])[cH:8]1.[CH3:38][OH:39]>>[CH3:1][O:2][c:3]1[c:4]([CH2:33][CH2:34][CH:35]([CH3:36])[CH3:37])[c:5]([O:27][CH2:28][C:29](=[O:30])[O:31][CH3:32])[c:6]([C:11]([CH2:12][CH2:13][c:14]2[cH:15][c:16]([OH:22])[c:17]([O:20][CH3:21])[cH:18][cH:19]2)=[O:26])[c:7]([O:9][CH3:10])[cH:8]1.